This data is from the Open Reaction Database (ORD), a public repository of structured organic reaction records. The task is: describe an organic reaction: reactants, conditions, products, and yield Reactants: [Br-], O=C([O-])C(O)C(O)C(=O)[O-], C1CCOC1, CCCCCCCCCCC, CC(C)c1cccc(C(C)C)c1N1CC[NH+](c2c(C(C)C)cccc2C(C)C)C1, [Cl-], Clc1ccccc1, [K+], [Na+], Cc1ccc([Mg+])cc1. Yields the product Cc1ccc(-c2ccccc2)cc1. RXN SMILES: [Br-:8].[C:47]([CH:48]([CH:49]([C:50]([O-:51])=[O:52])[OH:53])[OH:54])([O-:55])=[O:56].[CH2:70]1[O:71][CH2:72][CH2:73][CH2:74]1.[CH3:59][CH2:60][CH2:61][CH2:62][CH2:63][CH2:64][CH2:65][CH2:66][CH2:67][CH2:68][CH3:69].[CH:18]([c:19]1[cH:20][cH:21][cH:22][c:23]([CH:24]([CH3:25])[CH3:26])[c:27]1[NH+:28]1[CH2:29][CH2:30][N:31]([c:32]2[c:33]([CH:34]([CH3:35])[CH3:36])[cH:37][cH:38][cH:39][c:40]2[CH:41]([CH3:42])[CH3:43])[CH2:44]1)([CH3:45])[CH3:46].[Cl-:17].[Cl:1][c:2]1[cH:3][cH:4][cH:5][cH:6][cH:7]1.[K+:57].[Na+:58].[c:9]1([CH3:16])[cH:10][cH:11][c:12]([Mg+:15])[cH:13][cH:14]1>>[c:2]1(-[c:12]2[cH:11][cH:10][c:9]([CH3:16])[cH:14][cH:13]2)[cH:3][cH:4][cH:5][cH:6][cH:7]1.